Dataset: the Open Reaction Database (ORD), a public repository of structured organic reaction records. Task: describe an organic reaction: reactants, conditions, products, and yield Starting materials: [OH-].[K+] (potassium hydroxide), FC1=CC(=C(C=O)C=C1F)O (4,5-difluoro-2-hydroxybenzaldehyde), BrC(C(=O)OCC)C(=O)OCC (diethyl bromo-malonate), C([O-])([O-])=O.[K+].[K+] (potassium carbonate). Run in CC(=O)CC (ethyl methyl ketone), C(C)O (ethanol). Yields the product FC=1C(=CC2=C(C=C(O2)C(=O)O)C1)F (5,6-difluorobenzofuran-2-carboxylic acid). Yield: 60.8%. Reaction SMILES: [F:1][C:2]1[C:9]([F:10])=[CH:8][C:5]([CH:6]=O)=[C:4]([OH:11])[CH:3]=1.Br[CH:13](C(OCC)=O)[C:14]([O:16]CC)=[O:15].C(=O)([O-])[O-].[K+].[K+].[OH-].[K+]>C(O)C.CC(CC)=O>[F:10][C:9]1[C:2]([F:1])=[CH:3][C:4]2[O:11][C:13]([C:14]([OH:16])=[O:15])=[CH:6][C:5]=2[CH:8]=1 |f:2.3.4,5.6|. Reported procedure: A mixture of 6.5 g (41.1 mmol) of 4,5-difluoro-2-hydroxybenzaldehyde, 10.4 ml (61.7 mmol) of diethyl bromo-malonate, 11.3 g (82.2 mmol) of potassium carbonate and 50 ml of ethyl methyl ketone was boiled at reflux for 3 hours while stirring, filtered and concentrated in a vacuum. The brown oil obtained was dissolved in 65 ml of ethanol, treated with 6.5 g of potassium hydroxide pellets and heated at reflux for one hour while stirring. The mixture was concentrated in a vacuum and the residue was t...